From a dataset of the Open Reaction Database (ORD), a public repository of structured organic reaction records. describe an organic reaction: reactants, conditions, products, and yield Reactants: CC1=CC=2C(NCCC2S1)CCC1=CC=C(C=C1)C(F)(F)F (2-methyl-4-[2-(4-trifluoromethyl-phenyl)-ethyl]-4,5,6,7-tetrahydro-thieno[3,2-c]pyridine), BrC(C(=O)NC)C1=CC=CC=C1 (2-Bromo-N-methyl-2-phenyl-acetamide), C(C)N(C(C)C)C(C)C (N-ethyldiisopropylamine), [I-].[Na+] (sodium iodide). Run in C(C)#N (acetonitrile). Run at temperature 60 celsius, time 18 hour. Product: CNC(C(C1=CC=CC=C1)N1C(C2=C(CC1)SC(=C2)C)CCC2=CC=C(C=C2)C(F)(F)F)=O (N-methyl-2-{2-methyl-4-[2-(4-trifluoromethyl-phenyl)-ethyl]-6,7-dihydro-4H-thieno[3,2-c]pyridin-5-yl}-2-phenyl-acetamide). The yield is 10.6%. As a reaction SMILES: [CH3:1][C:2]1[S:10][C:9]2[CH2:8][CH2:7][NH:6][CH:5]([CH2:11][CH2:12][C:13]3[CH:18]=[CH:17][C:16]([C:19]([F:22])([F:21])[F:20])=[CH:15][CH:14]=3)[C:4]=2[CH:3]=1.Br[CH:24]([C:29]1[CH:34]=[CH:33][CH:32]=[CH:31][CH:30]=1)[C:25]([NH:27][CH3:28])=[O:26].C(N(C(C)C)C(C)C)C.[I-].[Na+]>C(#N)C>[CH3:28][NH:27][C:25](=[O:26])[CH:24]([N:6]1[CH2:7][CH2:8][C:9]2[S:10][C:2]([CH3:1])=[CH:3][C:4]=2[CH:5]1[CH2:11][CH2:12][C:13]1[CH:18]=[CH:17][C:16]([C:19]([F:22])([F:21])[F:20])=[CH:15][CH:14]=1)[C:29]1[CH:30]=[CH:31][CH:32]=[CH:33][CH:34]=1 |f:3.4|. Reported procedure: To a solution of 300 mg (0.92 mmol) 2-methyl-4-[2-(4-trifluoromethyl-phenyl)-ethyl]-4,5,6,7-tetrahydro-thieno[3,2-c]pyridine in 13 mL acetonitrile was added 210.3 mg (0.92 mmol) 2-Bromo-N-methyl-2-phenyl-acetamide (commercially available), 473 uL (2.76 mmol) N-ethyldiisopropylamine and 138 mg (0.92 mmol) sodium iodide. The solution was stirred for 18 h at 60° C. The solvent was removed in vacuo and the residue was dissolved in ethyl acetate and washed with water and Na2CO3 aq. The organic layer ...